This data is from the Open Reaction Database (ORD), a public repository of structured organic reaction records. The task is: describe an organic reaction: reactants, conditions, products, and yield Reactants: FC1(CCCCC1)C[C@@H](CNC)NC(OC(C)(C)C)=O ((S)-tert-butyl 1-(1-fluorocyclohexyl)-3-(methylamino)propan-2-ylcarbamate), C(=O)(OCC[Si](C)(C)C)ON1C(=O)CCC1=O (TeocOSu). Solvent: CC#N (CH3CN). Conditions: time 2 hour. The product is C(C)(C)(C)OC(=O)N[C@H](CN(C(OCC[Si](C)(C)C)=O)C)CC1(CCCCC1)F ((S)-2-(trimethylsilyl)ethyl 2-(t-butoxycarbonylamino)-3-(1-fluorocyclohexyl)propyl(methyl)carbamate). As a reaction SMILES: [F:1][C:2]1([CH2:8][C@H:9]([NH:13][C:14](=[O:20])[O:15][C:16]([CH3:19])([CH3:18])[CH3:17])[CH2:10][NH:11][CH3:12])[CH2:7][CH2:6][CH2:5][CH2:4][CH2:3]1.[C:21]([O:30]N1C(=O)CCC1=O)([O:23][CH2:24][CH2:25][Si:26]([CH3:29])([CH3:28])[CH3:27])=O>CC#N>[C:16]([O:15][C:14]([NH:13][C@@H:9]([CH2:8][C:2]1([F:1])[CH2:3][CH2:4][CH2:5][CH2:6][CH2:7]1)[CH2:10][N:11]([CH3:12])[C:21](=[O:30])[O:23][CH2:24][CH2:25][Si:26]([CH3:27])([CH3:28])[CH3:29])=[O:20])([CH3:19])([CH3:17])[CH3:18]. Reported procedure: Crude (S)-tert-butyl 1-(1-fluorocyclohexyl)-3-(methylamino)propan-2-ylcarbamate and TeocOSu (137 mg, 0.5 mmol) were dissolved in 1:1 CH3CN/10% aqueous K2CO3 (20 mL). The mixture was stirred for 2 h. After this time all of the free amine was consumed. The CH3CN was removed in vacuo and the aqueous residue extracted with EtOAc (3×10 mL). The combine organic extracts washed with brine, dried over Na2SO4, filtered and evaporated. Flash chromatography on silica, eluting with 0-27% EtOAc in hexanes, a... The reactants are Cl.Cl.C(C)OC(=O)C1(CCN(CC1)C1=CC(=NC(=C1)C)C)COC1=CC=C2CCN(CC2=C1)C(N)=N (4-(2-amidino-1,2,3,4-tetrahydroisoquinolin-7-yloxymethyl)-1-(2,6-dimethylpyridin-4-yl)piperidine-4-carboxylic acid ethyl ester dihydrochloride), Cl (hydrochloric acid). Yields the product Cl.Cl.C(N)(=N)N1CC2=CC(=CC=C2CC1)OCC1(CCN(CC1)C1=CC(=NC(=C1)C)C)C(=O)O (4-(2-Amidino-1,2,3,4-tetrahydroisoquinolin-7-yloxymethyl)-1-(2,6-dimethylpyridin-4-yl)piperidine-4-carboxylic Acid Dihydrochloride). The yield is 188.7%. RXN SMILES: [ClH:1].Cl.C([O:5][C:6]([C:8]1([CH2:22][O:23][C:24]2[CH:33]=[C:32]3[C:27]([CH2:28][CH2:29][N:30]([C:34](=[NH:36])[NH2:35])[CH2:31]3)=[CH:26][CH:25]=2)[CH2:13][CH2:12][N:11]([C:14]2[CH:19]=[C:18]([CH3:20])[N:17]=[C:16]([CH3:21])[CH:15]=2)[CH2:10][CH2:9]1)=[O:7])C.Cl>>[ClH:1].[ClH:1].[C:34]([N:30]1[CH2:29][CH2:28][C:27]2[C:32](=[CH:33][C:24]([O:23][CH2:22][C:8]3([C:6]([OH:7])=[O:5])[CH2:9][CH2:10][N:11]([C:14]4[CH:15]=[C:16]([CH3:21])[N:17]=[C:18]([CH3:20])[CH:19]=4)[CH2:12][CH2:13]3)=[CH:25][CH:26]=2)[CH2:31]1)(=[NH:35])[NH2:36] |f:0.1.2,4.5.6|. Procedure details: To 4-(2-amidino-1,2,3,4-tetrahydroisoquinolin-7-yloxymethyl)-1-(2,6-dimethylpyridin-4-yl)piperidine-4-carboxylic acid ethyl ester dihydrochloride (85 mg) was added 6N hydrochloric acid, and the mixture was stirred under reflux for 3 hours. After completion of the reaction, insoluble material was removed and the solvent was evaporated. The obtained residue was washed with diethyl ether and dried under reduced pressure to give the title compound (76 mg). Reactants: O=Cc1ccccc1Br, O=C([O-])[O-], CC1(C)OB(c2cn[nH]c2)OC1(C)C, CCOC(C)=O, [Na+], [Na+], CN(C)C=O, O, c1ccc(P(c2ccccc2)(c2ccccc2)[Pd](P(c2ccccc2)(c2ccccc2)c2ccccc2)(P(c2ccccc2)(c2ccccc2)c2ccccc2)P(c2ccccc2)(c2ccccc2)c2ccccc2)cc1. Product: O=Cc1ccccc1-c1cn[nH]c1. RXN SMILES: [Br:1][c:2]1[c:3]([CH:4]=[O:5])[cH:6][cH:7][cH:8][cH:9]1.[C:24](=[O:25])([O-:26])[O-:27].[CH3:10][C:11]1([CH3:12])[C:13]([CH3:14])([CH3:15])[O:16][B:17]([c:18]2[cH:19][n:20][nH:21][cH:22]2)[O:23]1.[CH3:113][CH2:114][O:115][C:116]([CH3:117])=[O:118].[Na+:28].[Na+:29].[O:31]=[CH:32][N:33]([CH3:34])[CH3:35].[OH2:30].[cH:36]1[cH:37][cH:38][c:39]([P:40]([Pd:41]([P:42]([c:43]2[cH:44][cH:45][cH:46][cH:47][cH:48]2)([c:49]2[cH:50][cH:51][cH:52][cH:53][cH:54]2)[c:55]2[cH:56][cH:57][cH:58][cH:59][cH:60]2)([P:61]([c:62]2[cH:63][cH:64][cH:65][cH:66][cH:67]2)([c:68]2[cH:69][cH:70][cH:71][cH:72][cH:73]2)[c:74]2[cH:75][cH:76][cH:77][cH:78][cH:79]2)[P:80]([c:81]2[cH:82][cH:83][cH:84][cH:85][cH:86]2)([c:87]2[cH:88][cH:89][cH:90][cH:91][cH:92]2)[c:93]2[cH:94][cH:95][cH:96][cH:97][cH:98]2)([c:99]2[cH:100][cH:101][cH:102][cH:103][cH:104]2)[c:105]2[cH:106][cH:107][cH:108][cH:109][cH:110]2)[cH:111][cH:112]1>>[c:2]1(-[c:18]2[cH:19][nH:20][n:21][cH:22]2)[c:3]([CH:4]=[O:5])[cH:6][cH:7][cH:8][cH:9]1. Starting materials: O[C@@H]1CN(CC1)C(=O)OC(C)(C)C ((S)-tert-butyl 3-hydroxypyrrolidine-1-carboxylate), C(=O)([O-])[O-].[Cs+].[Cs+] (Cs2CO3), ClC1=C(C=CC(=N1)C#N)C (6-chloro-5-methylpicolinonitrile). Solvent: CN1CCCC1=O (NMP). Run at temperature 140 celsius. Product: C(#N)C1=CC=C(C(=N1)O[C@@H]1CN(CC1)C(=O)OC(C)(C)C)C ((S)-tert-butyl 3-((6-cyano-3-methylpyridin-2-yl)oxy)pyrrolidine-1-carboxylate). Reaction SMILES: [OH:1][C@H:2]1[CH2:6][CH2:5][N:4]([C:7]([O:9][C:10]([CH3:13])([CH3:12])[CH3:11])=[O:8])[CH2:3]1.C([O-])([O-])=O.[Cs+].[Cs+].Cl[C:21]1[N:26]=[C:25]([C:27]#[N:28])[CH:24]=[CH:23][C:22]=1[CH3:29]>CN1C(=O)CCC1>[C:27]([C:25]1[N:26]=[C:21]([O:1][C@H:2]2[CH2:6][CH2:5][N:4]([C:7]([O:9][C:10]([CH3:13])([CH3:12])[CH3:11])=[O:8])[CH2:3]2)[C:22]([CH3:29])=[CH:23][CH:24]=1)#[N:28] |f:1.2.3|. Reported procedure: To (S)-tert-butyl 3-hydroxypyrrolidine-1-carboxylate (491 mg, 2.62 mmol) in NMP (4 mL) was added Cs2CO3 (1025 mg, 3.15 mmol). The mixture was stirred at 0° C. for 1 hour at which time 6-chloro-5-methylpicolinonitrile (400 mg, 2.62 mmol) was added. The reaction mixture was heated at 140° C. for 1 hour in a microwave reactor to give the title compound in a crude reaction mixture that was used directly in the next step. Reactants: Cl, CC(C)(C)COc1ccc(N)cc1C#N, COC(=O)c1sc2nc(C(C)C)ccc2c1O. Product: CC(C)c1ccc2c(O)c(C(=O)Nc3ccc(OCC(C)(C)C)c(C#N)c3)sc2n1. Reaction SMILES: [ClH:33].[NH2:18][c:19]1[cH:20][cH:21][c:22]([O:27][CH2:28][C:29]([CH3:30])([CH3:31])[CH3:32])[c:23]([C:24]#[N:25])[cH:26]1.[OH:1][c:2]1[c:3]([C:14]([O:16][CH3:15])=[O:17])[s:4][c:5]2[n:6][c:7]([CH:11]([CH3:12])[CH3:13])[cH:8][cH:9][c:10]12>>[OH:1][c:2]1[c:3]([C:14](=[O:16])[NH:18][c:19]2[cH:20][cH:21][c:22]([O:27][CH2:28][C:29]([CH3:30])([CH3:31])[CH3:32])[c:23]([C:24]#[N:25])[cH:26]2)[s:4][c:5]2[n:6][c:7]([CH:11]([CH3:12])[CH3:13])[cH:8][cH:9][c:10]12. Starting materials: CC(=O)[O-], CC(=O)OC(C)=O, CCOC(C)=O, Cc1nn(C)cc1N, Cl, [K+]. The product is CC(=O)Nc1cn(C)nc1C. Reaction SMILES: [CH3:18][C:19](=[O:20])[O-:21].[CH3:1][C:2]([O:3][C:5]([CH3:6])=[O:7])=[O:4].[CH3:22][CH2:23][O:24][C:25]([CH3:26])=[O:27].[CH3:9][n:10]1[n:11][c:12]([CH3:16])[c:13]([NH2:15])[cH:14]1.[ClH:8].[K+:17]>>[C:5]([CH3:6])(=[O:7])[NH:15][c:13]1[c:12]([CH3:16])[n:11][n:10]([CH3:9])[cH:14]1. The reactants are C1CCNCC1, Cc1ccccc1, O=C1CSC(NCCc2cccc(F)c2)=N1, O=C(O)c1ccccc1, O=Cc1ccc2ncccc2n1. The product is O=C1N=C(NCCc2cccc(F)c2)SC1=Cc1ccc2ncccc2n1. RXN SMILES: [CH2:38]1[CH2:39][CH2:40][NH:41][CH2:42][CH2:43]1.[CH3:44][c:45]1[cH:46][cH:47][cH:48][cH:49][cH:50]1.[F:1][c:2]1[cH:3][c:4]([CH2:8][CH2:9][NH:10][C:11]2=[N:15][C:14](=[O:16])[CH2:13][S:12]2)[cH:5][cH:6][cH:7]1.[OH:29][C:30]([c:31]1[cH:32][cH:33][cH:34][cH:35][cH:36]1)=[O:37].[n:17]1[cH:18][cH:19][cH:20][c:21]2[n:22][c:23]([CH:27]=[O:28])[cH:24][cH:25][c:26]12>>[F:1][c:2]1[cH:3][c:4]([CH2:8][CH2:9][NH:10][C:11]2=[N:15][C:14](=[O:16])[C:13](=[CH:27][c:23]3[n:22][c:21]4[cH:20][cH:19][cH:18][n:17][c:26]4[cH:25][cH:24]3)[S:12]2)[cH:5][cH:6][cH:7]1. Starting materials: ClCCl, CCN(C(C)C)C(C)C, Cc1ccc(C(=O)O)cc1-n1cnc2ccc(OCCCl)cc2c1=O, Cl, [N-]=C=O, C1CNCCOC1. Yields the product Cc1ccc(C(=O)O)cc1-n1cnc2ccc(OCCN3CCCOCC3)cc2c1=O. Reaction SMILES: [CH2:43]([Cl:44])[Cl:45].[CH:34]([N:35]([CH2:36][CH3:37])[CH:38]([CH3:39])[CH3:40])([CH3:41])[CH3:42].[Cl:1][CH2:2][CH2:3][O:4][c:5]1[cH:6][c:7]2[c:8](=[O:25])[n:9](-[c:15]3[cH:16][c:17]([C:18](=[O:19])[OH:20])[cH:21][cH:22][c:23]3[CH3:24])[cH:10][n:11][c:12]2[cH:13][cH:14]1.[ClH:26].[N-:46]=[C:47]=[O:48].[O:27]1[CH2:28][CH2:29][NH:30][CH2:31][CH2:32][CH2:33]1>>[CH2:2]([CH2:3][O:4][c:5]1[cH:6][c:7]2[c:8](=[O:25])[n:9](-[c:15]3[cH:16][c:17]([C:18](=[O:19])[OH:20])[cH:21][cH:22][c:23]3[CH3:24])[cH:10][n:11][c:12]2[cH:13][cH:14]1)[N:30]1[CH2:29][CH2:28][O:27][CH2:33][CH2:32][CH2:31]1. Starting materials: Brc1ccccn1, CCOC(C)=O, COCCOC, CC(C)(C)OC(=O)c1ccc(B2OC(C)(C)C(C)(C)O2)cc1[N+](=O)[O-], [Na+], [Na+], O=C([O-])[O-], O, O=C(O)CC(O)(CC(=O)O)C(=O)O, c1ccc(P(c2ccccc2)(c2ccccc2)[Pd](P(c2ccccc2)(c2ccccc2)c2ccccc2)(P(c2ccccc2)(c2ccccc2)c2ccccc2)P(c2ccccc2)(c2ccccc2)c2ccccc2)cc1. Yields the product CC(C)(C)OC(=O)c1ccc(-c2ccccn2)cc1[N+](=O)[O-]. Reaction SMILES: [Br:7][c:8]1[cH:9][cH:10][cH:11][cH:12][n:13]1.[CH3:129][CH2:130][O:131][C:132](=[O:133])[CH3:134].[CH3:135][O:136][CH2:137][CH2:138][O:139][CH3:140].[N+:14](=[O:15])([O-:16])[c:17]1[c:18]([C:19](=[O:20])[O:21][C:22]([CH3:23])([CH3:24])[CH3:25])[cH:26][cH:27][c:28]([B:30]2[O:31][C:32]([CH3:33])([CH3:34])[C:35]([CH3:36])([CH3:37])[O:38]2)[cH:29]1.[Na+:1].[Na+:2].[O-:3][C:4](=[O:5])[O-:6].[OH2:141].[OH:39][C:40]([CH2:41][C:42]([C:43](=[O:44])[OH:45])([CH2:46][C:47](=[O:48])[OH:49])[OH:50])=[O:51].[cH:52]1[cH:53][cH:54][c:55]([P:56]([Pd:57]([P:58]([c:59]2[cH:60][cH:61][cH:62][cH:63][cH:64]2)([c:65]2[cH:66][cH:67][cH:68][cH:69][cH:70]2)[c:71]2[cH:72][cH:73][cH:74][cH:75][cH:76]2)([P:77]([c:78]2[cH:79][cH:80][cH:81][cH:82][cH:83]2)([c:84]2[cH:85][cH:86][cH:87][cH:88][cH:89]2)[c:90]2[cH:91][cH:92][cH:93][cH:94][cH:95]2)[P:96]([c:97]2[cH:98][cH:99][cH:100][cH:101][cH:102]2)([c:103]2[cH:104][cH:105][cH:106][cH:107][cH:108]2)[c:109]2[cH:110][cH:111][cH:112][cH:113][cH:114]2)([c:115]2[cH:116][cH:117][cH:118][cH:119][cH:120]2)[c:121]2[cH:122][cH:123][cH:124][cH:125][cH:126]2)[cH:127][cH:128]1>>[c:8]1(-[c:28]2[cH:27][cH:26][c:18]([C:19](=[O:20])[O:21][C:22]([CH3:23])([CH3:24])[CH3:25])[c:17]([N+:14](=[O:15])[O-:16])[cH:29]2)[cH:9][cH:10][cH:11][cH:12][n:13]1.